Dataset: the Open Reaction Database (ORD), a public repository of structured organic reaction records. Task: describe an organic reaction: reactants, conditions, products, and yield Reactants: [Br-], COc1ccc([Mg+])cc1OC, O=C(Nc1nc(-c2ccccn2)c(-c2cccc(C(F)(F)F)c2)s1)c1c(F)cccc1F. Yields the product COc1ccc(-c2nc(NC(=O)c3c(F)cccc3F)sc2-c2cccc(C(F)(F)F)c2)cc1OC. RXN SMILES: [Br-:1].[CH3:2][O:3][c:4]1[cH:5][c:6]([Mg+:12])[cH:7][cH:8][c:9]1[O:10][CH3:11].[F:13][c:14]1[c:15]([C:16](=[O:17])[NH:18][c:19]2[s:20][c:21](-[c:30]3[cH:31][c:32]([C:36]([F:37])([F:38])[F:39])[cH:33][cH:34][cH:35]3)[c:22](-[c:24]3[cH:25][cH:26][cH:27][cH:28][n:29]3)[n:23]2)[c:40]([F:44])[cH:41][cH:42][cH:43]1>>[CH3:2][O:3][c:4]1[cH:5][c:6](-[c:22]2[c:21](-[c:30]3[cH:31][c:32]([C:36]([F:37])([F:38])[F:39])[cH:33][cH:34][cH:35]3)[s:20][c:19]([NH:18][C:16]([c:15]3[c:14]([F:13])[cH:43][cH:42][cH:41][c:40]3[F:44])=[O:17])[n:23]2)[cH:7][cH:8][c:9]1[O:10][CH3:11]. Reactants: [Mg] (magnesium), CI (methyl iodide), CC(=O)C1=CC=C(C=C1)OCC2=CC=CC=C2 (4-benzyloxyacetophenone), [Cl-].[NH4+] (ammonium chloride). Run in C(C)(C)(C)OC (tert-butyl-methyl-ether), O1CCCC1 (tetrahydrofuran). Conditions: time 1 hour. The product is C(C1=CC=CC=C1)OC1=CC=C(C=C1)C(C)(C)O (2-(4-benzyloxy-phenyl)-propan-2-ol). Yield: 91.8%. RXN SMILES: [Mg].[CH3:2]I.[CH3:4][C:5]([C:7]1[CH:12]=[CH:11][C:10]([O:13][CH2:14][C:15]2[CH:20]=[CH:19][CH:18]=[CH:17][CH:16]=2)=[CH:9][CH:8]=1)=[O:6].[Cl-].[NH4+]>C(OC)(C)(C)C.O1CCCC1>[CH2:14]([O:13][C:10]1[CH:11]=[CH:12][C:7]([C:5]([OH:6])([CH3:2])[CH3:4])=[CH:8][CH:9]=1)[C:15]1[CH:20]=[CH:19][CH:18]=[CH:17][CH:16]=1 |f:3.4|. Procedure: The reaction flask was charged under argon with 3.45 g of magnesium (142 mmol). A solution of 21.16 g of methyl iodide (147 mmol) in 120 mL of tert-butyl-methyl-ether was added during 45 min at 45° C. under stirring. Then stirring was continued for 1 h at 45° C. and then a solution of 27.12 g of 4-benzyloxyacetophenone (120 mmol) in 100 mL of tetrahydrofuran was added during 45 min., while a temperature of 45° C. was again maintained. Stirring at 45° C. was continued for 1.5 h. After cooling to ... Reactants: CS(C)=O, COC(=O)c1cccc2c1CCC2Cl, N#C[Na]. The product is COC(=O)c1cccc2c1CCC2C#N. Reaction SMILES: [CH3:18][S:19]([CH3:20])=[O:21].[Cl:1][CH:2]1[CH2:3][CH2:4][c:5]2[c:6]([C:11](=[O:12])[O:13][CH3:14])[cH:7][cH:8][cH:9][c:10]21.[Na:15][C:16]#[N:17]>>[CH:2]1([C:16]#[N:17])[CH2:3][CH2:4][c:5]2[c:6]([C:11](=[O:12])[O:13][CH3:14])[cH:7][cH:8][cH:9][c:10]21.